From a dataset of the Open Reaction Database (ORD), a public repository of structured organic reaction records. describe an organic reaction: reactants, conditions, products, and yield Reactants: FC(F)(F)c1ccc(Cl)nc1, ClCCl, O=C(OC(=O)C(F)(F)F)C(F)(F)F. Yields the product [O-][n+]1cc(C(F)(F)F)ccc1Cl. RXN SMILES: [Cl:1][c:2]1[n:3][cH:4][c:5]([C:8]([F:9])([F:10])[F:11])[cH:6][cH:7]1.[Cl:25][CH2:26][Cl:27].[F:12][C:13]([F:14])([F:16])[C:17](=[O:15])[O:18][C:19](=[O:20])[C:21]([F:22])([F:23])[F:24]>>[Cl:1][c:2]1[n+:3]([O-:15])[cH:4][c:5]([C:8]([F:9])([F:10])[F:11])[cH:6][cH:7]1. As a reaction SMILES: [Br:1][C:2]1[CH:3]=[CH:4][C:5]([NH2:8])=[N:6][CH:7]=1.[F:9][C:10]1[CH:17]=[CH:16][CH:15]=[CH:14][C:11]=1[CH:12]=O.C([SiH](CC)CC)C.FC(F)(F)C(O)=O.C(=O)([O-])[O-].[K+].[K+]>C(#N)C>[Br:1][C:2]1[CH:3]=[CH:4][C:5]([NH:8][CH2:12][C:11]2[CH:14]=[CH:15][CH:16]=[CH:17][C:10]=2[F:9])=[N:6][CH:7]=1 |f:4.5.6|. Solvent: C(C)#N (acetonitrile). The yield is 76.0%. Yields the product BrC=1C=CC(=NC1)NCC1=C(C=CC=C1)F ((5-bromo-pyridin-2-yl)-(2-fluoro-benzyl)-amine). Reactants: C([O-])([O-])=O.[K+].[K+] (potassium carbonate), BrC=1C=CC(=NC1)N (5-bromo-pyridin-2-ylamine), FC1=C(C=O)C=CC=C1 (2-fluoro-benzaldehyde), C(C)[SiH](CC)CC (triethylsilane), FC(C(=O)O)(F)F (trifluoroacetic acid). Reported procedure: In a round bottom flask, 5-bromo-pyridin-2-ylamine (38, 4.05 g g, 23.4 mmol) was combined with 70.0 mL of acetonitrile, 2-fluoro-benzaldehyde (39, 2.45 mL, 23.4 mmol), triethylsilane (20.0 mL, 125 mmol) and trifluoroacetic acid (10.0 mL, 130 mmol). The reaction was stirred at 80° C. for 3 hours. The reaction was poured into aqueous potassium carbonate and extracted with ethyl acetate. The organic layer was dried over sodium sulfate, filtered and the filtrate concentrated under vacuum. The result... Run at temperature 80 celsius, time 3 hour.